The task is: describe an organic reaction: reactants, conditions, products, and yield. This data is from the Open Reaction Database (ORD), a public repository of structured organic reaction records. Starting materials: CCOC(=O)C(C)c1ccc(C=O)cc1, Cl, C1=C(N2CCOCC2)CCC1, O, c1ccccc1. Yields the product CCOC(=O)C(C)c1ccc(C=C2CCCC2=O)cc1. Reaction SMILES: [CH:1](=[O:2])[c:3]1[cH:4][cH:5][c:6]([CH:9]([C:10](=[O:11])[O:12][CH2:13][CH3:14])[CH3:15])[cH:7][cH:8]1.[ClH:27].[O:16]1[CH2:17][CH2:18][N:19]([C:22]2=[CH:23][CH2:24][CH2:25][CH2:26]2)[CH2:20][CH2:21]1.[OH2:28].[cH:29]1[cH:30][cH:31][cH:32][cH:33][cH:34]1>>[CH:1]([c:3]1[cH:4][cH:5][c:6]([CH:9]([C:10](=[O:11])[O:12][CH2:13][CH3:14])[CH3:15])[cH:7][cH:8]1)=[C:23]1[C:22](=[O:28])[CH2:26][CH2:25][CH2:24]1.